This data is from the Open Reaction Database (ORD), a public repository of structured organic reaction records. The task is: describe an organic reaction: reactants, conditions, products, and yield The reactants are C(#N)CC(=O)O (cyanoacetic acid), C1(=CC=C(C=C1)S(=O)(=O)O)C (p-toluenesulfonic acid). Run in C(C(C)C)O (isobutanol). Reaction conditions: time 14 hour. Product: C(#N)CC(=O)OCC(C)C (isobutyl cyanoacetate). The yield is 90.0%. RXN SMILES: [C:1]([CH2:3][C:4]([OH:6])=[O:5])#[N:2].[C:7]1([CH3:17])[CH:12]=CC(S(O)(=O)=O)=C[CH:8]=1>C(O)C(C)C>[C:1]([CH2:3][C:4]([O:6][CH2:8][CH:7]([CH3:17])[CH3:12])=[O:5])#[N:2]. Reported procedure: 495.2 g of 68.7 wt % strength aqueous cyanoacetic acid, 1500 mL of isobutanol and 5 g of p-toluenesulfonic acid were heated to 80° C. in 3 h under a pressure of ca 270 mbar, and the water/isobutanol azeotrope was removed completely. Stirring was then continued for a further 14 h at a ratio of withdrawn to recycled material of 11:99, to give a transition temperature of 67° C. and a final temperature of 88° C. at 200 mbar. Excess isobutanol was distilled off after filtration and 529 g of crude iso... The reactants are CI, CN(C)C=O, CN1N=C(c2ccccc2)c2cc(Cl)ccc2NC1=S, [H-], [Na+], O. The product is CSC1=Nc2ccc(Cl)cc2C(c2ccccc2)=NN1C. RXN SMILES: [CH3:28][I:29].[CH3:3][N:4]([CH3:5])[CH:6]=[O:7].[Cl:8][c:9]1[cH:10][cH:11][c:12]2[c:13]([cH:27]1)[C:14]([c:21]1[cH:22][cH:23][cH:24][cH:25][cH:26]1)=[N:15][N:16]([CH3:20])[C:17](=[S:19])[NH:18]2.[H-:1].[Na+:2].[OH2:30]>>[CH3:3][S:19][C:17]1=[N:18][c:12]2[cH:11][cH:10][c:9]([Cl:8])[cH:27][c:13]2[C:14]([c:21]2[cH:22][cH:23][cH:24][cH:25][cH:26]2)=[N:15][N:16]1[CH3:20]. Starting materials: C(CCC)[Sn](CCCC)(CCCC)Cl (tri-n-butyl-tin chloride), C1CCOC1 (THF), O (water). Product: C(CCC)[Sn](CCCC)(CCCC)C#C[Sn](CCCC)(CCCC)CCCC (bis(tri-n-butylstannyl)ethyne). Yield: 88.0%. Reaction SMILES: [CH2:1]([Sn:5](Cl)([CH2:10][CH2:11][CH2:12][CH3:13])[CH2:6][CH2:7][CH2:8][CH3:9])[CH2:2][CH2:3][CH3:4].O.[CH2:16]1[CH2:20]O[CH2:18][CH2:17]1>>[CH2:1]([Sn:5]([C:2]#[C:1][Sn:5]([CH2:6][CH2:7][CH2:8][CH3:9])([CH2:10][CH2:11][CH2:12][CH3:13])[CH2:18][CH2:17][CH2:16][CH3:20])([CH2:10][CH2:11][CH2:12][CH3:13])[CH2:6][CH2:7][CH2:8][CH3:9])[CH2:2][CH2:3][CH3:4]. Procedure: A mixture of 48.8 g (0.150 Mol) of tri-n-butyl-tin chloride and 20.7 g (0.225 Mol) of lithium acetylide ethylenediamine complex in 300 mL of anhydrous THF was heated at reflux under argon for 24 hr, cooled and treated with 200 mL of water. The layers were separated and the THF phase was suction-filtered through Celite with a 150 mL THF wash to afford a clear solution. This solution was washed with water (3×200 mL), saturated aqueous sodium bicarbonate (2×100 mL), 5% HCl (2×100 mL), and dried ove... The product is C(C)C1=C(C(=CC(=C1)C)CC)Br (2,6-Diethyl-4-methylbromobenzene). Procedure: To an initial charge of 65 ml of 48% aqueous HBr are added, in portions, 16.33 g [0.1 mol] of 2,6-diethyl-4-methylaniline. The resulting thick suspension is stirred at 80° C. for 15 minutes. It is then cooled to −10° C., and a solution of 8 g [0.116 mol] of NaNO2 in 35 ml of water is added dropwise within approx. 1 h at such a rate that the temperature does not exceed −5° C. 80 mg of sulphamic acid are added. Then the suspension of the diazonium salt, cooled to −10° C., is metered within about 3... RXN SMILES: [CH2:1]([C:3]1[CH:9]=[C:8]([CH3:10])[CH:7]=[C:6]([CH2:11][CH3:12])[C:4]=1N)[CH3:2].N([O-])=O.[Na+].S(=O)(=O)(O)N.[BrH:22]>O>[CH2:1]([C:3]1[CH:9]=[C:8]([CH3:10])[CH:7]=[C:6]([CH2:11][CH3:12])[C:4]=1[Br:22])[CH3:2] |f:1.2|. Solvent: O (water), O (water). Reactants: C(C)C1=C(N)C(=CC(=C1)C)CC (2,6-diethyl-4-methylaniline), diazonium salt, Br (HBr), FeSO4, Br (HBr), S(N)(O)(=O)=O (sulphamic acid), N(=O)[O-].[Na+] (NaNO2). Run at temperature 80 celsius, time 15 minute. Reactants: ClC1=C(C=CC=C1C=1N=C(SC1C1=NC(=NC=C1)Cl)C(C)(C)C)NS(=O)(=O)C=1OC=CC1 (N-{2-chloro-3-[5-(2-chloro-4-pyrimidinyl)-2-(1,1-dimethylethyl)-1,3-thiazol-4-yl]phenyl}-2-furansulfonamide), [OH-].[NH4+] (ammonium hydroxide). Yields the product NC1=NC=CC(=N1)C1=C(N=C(S1)C(C)(C)C)C=1C(=C(C=CC1)NS(=O)(=O)C=1OC=CC1)Cl (N-{3-[5-(2-amino-4-pyrimidinyl)-2-(1,1-dimethylethyl)-1,3-thiazol-4-yl]-2-chlorophenyl}-2-furansulfonamide), solid. Isolated yield 68.0%. Reaction SMILES: [Cl:1][C:2]1[C:7]([C:8]2[N:9]=[C:10]([C:20]([CH3:23])([CH3:22])[CH3:21])[S:11][C:12]=2[C:13]2[CH:18]=[CH:17][N:16]=[C:15](Cl)[N:14]=2)=[CH:6][CH:5]=[CH:4][C:3]=1[NH:24][S:25]([C:28]1[O:29][CH:30]=[CH:31][CH:32]=1)(=[O:27])=[O:26].[OH-].[NH4+:34]>>[NH2:34][C:15]1[N:14]=[C:13]([C:12]2[S:11][C:10]([C:20]([CH3:22])([CH3:23])[CH3:21])=[N:9][C:8]=2[C:7]2[C:2]([Cl:1])=[C:3]([NH:24][S:25]([C:28]3[O:29][CH:30]=[CH:31][CH:32]=3)(=[O:26])=[O:27])[CH:4]=[CH:5][CH:6]=2)[CH:18]=[CH:17][N:16]=1 |f:1.2|. Procedure details: Following a procedure analogous to the procedure described in Example 52, Step B using N-{2-chloro-3-[5-(2-chloro-4-pyrimidinyl)-2-(1,1-dimethylethyl)-1,3-thiazol-4-yl]phenyl}-2-furansulfonamide (75 mg, 0.147 mmol) and ammonium hydroxide (3 mL), the title compound was obtained as an off-white solid (49 mg, 68% yield). MS (ESI): 490 [M+H]+. The reactants are Cl (hydrochloric acid), ClCC=1C(=NOC1C)C1=CC=C(C=C1)Cl (4-Chloromethyl-3-(4-chlorophenyl)-5-methylisoxazole), C(CC(=O)OCC)(=O)OCC (diethyl malonate), [H-].[Na+] (sodium hydride). The solvent is O1CCCC1 (tetrahydrofuran), O1CCCC1 (tetrahydrofuran). Run at temperature 0 celsius, time 1 hour. The product is ClC1=CC=C(C=C1)C1=NOC(=C1CCC(=O)O)C (3-[3-(4-chlorophenyl)-5-methyl-4-isoxazolyl]propionic acid). Isolated yield 90.4%. RXN SMILES: Cl[CH2:2][C:3]1[C:4]([C:9]2[CH:14]=[CH:13][C:12]([Cl:15])=[CH:11][CH:10]=2)=[N:5][O:6][C:7]=1[CH3:8].C(OCC)(=O)[CH2:17][C:18]([O:20]CC)=[O:19].[H-].[Na+].Cl>O1CCCC1>[Cl:15][C:12]1[CH:13]=[CH:14][C:9]([C:4]2[C:3]([CH2:2][CH2:17][C:18]([OH:20])=[O:19])=[C:7]([CH3:8])[O:6][N:5]=2)=[CH:10][CH:11]=1 |f:2.3|. Procedure details: 4-Chloromethyl-3-(4-chlorophenyl)-5-methylisoxazole (1.21 g) was dissolved in tetrahydrofuran (50 ml) and added to a mixture of diethyl malonate (1.20 g), sodium hydride (60%, oil, 0.21 g) and tetrahydrofuran (20 ml) at 0° C. The mixture was stirred at 0° C. for 1 hr and then at room temperature overnight. The reaction mixture was acidified with dilute hydrochloric acid and extracted with ethyl acetate. The ethyl acetate layer was washed with saturated brine, dried (MgSO4) and concentrated. The ...